From a dataset of the Open Reaction Database (ORD), a public repository of structured organic reaction records. describe an organic reaction: reactants, conditions, products, and yield Conditions: time 1 hour. Product: C(CCC)OCCOC1=CC=C(C=C1)C=1C=CC2=C(C=C(CCCN2CC(C)C)C(=O)NC2=CC(=C(C=C2)SCC2=C(N=CN2CCC)C)C)C1 (8-[4-(2-butoxyethoxy)phenyl]-1-isobutyl-N-[3-methyl-4-[[[4-methyl-1-propylimidazol-5-yl]methyl]sulfanyl]phenyl]-1,2,3,4-tetrahydro-1-benzoazocine-5-carboxamide). Isolated yield 63.9%. The solvent is N1=CC=CC=C1 (pyridine), O1CCCC1 (tetrahydrofuran), O (water). Reported procedure: To a solution of 8-[4-(2-butoxyethoxy)phenyl]-1-isobutyl-1,2,3,4-tetrahydro-1-benzoazocine-5-carboxylic acid (350 mg) in tetrahydrofuran (10 ml) was added a drop of DMF. Then, after adding thionyl chloride (0.073 ml), the mixture was stirred under nitrogen atmosphere for 1 hour. The solution was slowly added dropwise to a solution of 3-methyl-4-[((4-methyl-1-propylimidazol-5-yl)methyl)sulfanyl]aniline (235 mg) in pyridine (10 ml) at 0° C. under nitrogen atmosphere. After stirring the mixture at ... RXN SMILES: [CH2:1]([O:5][CH2:6][CH2:7][O:8][C:9]1[CH:14]=[CH:13][C:12]([C:15]2[CH:16]=[CH:17][C:18]3[N:25]([CH2:26][CH:27]([CH3:29])[CH3:28])[CH2:24][CH2:23][CH2:22][C:21]([C:30](O)=[O:31])=[CH:20][C:19]=3[CH:33]=2)=[CH:11][CH:10]=1)[CH2:2][CH2:3][CH3:4].CN(C=O)C.S(Cl)(Cl)=O.[CH3:43][C:44]1[CH:45]=[C:46]([CH:48]=[CH:49][C:50]=1[S:51][CH2:52][C:53]1[N:57]([CH2:58][CH2:59][CH3:60])[CH:56]=[N:55][C:54]=1[CH3:61])[NH2:47]>O1CCCC1.N1C=CC=CC=1.O>[CH2:1]([O:5][CH2:6][CH2:7][O:8][C:9]1[CH:10]=[CH:11][C:12]([C:15]2[CH:16]=[CH:17][C:18]3[N:25]([CH2:26][CH:27]([CH3:28])[CH3:29])[CH2:24][CH2:23][CH2:22][C:21]([C:30]([NH:47][C:46]4[CH:48]=[CH:49][C:50]([S:51][CH2:52][C:53]5[N:57]([CH2:58][CH2:59][CH3:60])[CH:56]=[N:55][C:54]=5[CH3:61])=[C:44]([CH3:43])[CH:45]=4)=[O:31])=[CH:20][C:19]=3[CH:33]=2)=[CH:13][CH:14]=1)[CH2:2][CH2:3][CH3:4]. Starting materials: CC=1C=C(N)C=CC1SCC1=C(N=CN1CCC)C (3-methyl-4-[((4-methyl-1-propylimidazol-5-yl)methyl)sulfanyl]aniline), C(CCC)OCCOC1=CC=C(C=C1)C=1C=CC2=C(C=C(CCCN2CC(C)C)C(=O)O)C1 (8-[4-(2-butoxyethoxy)phenyl]-1-isobutyl-1,2,3,4-tetrahydro-1-benzoazocine-5-carboxylic acid), CN(C)C=O (DMF), S(=O)(Cl)Cl (thionyl chloride). The reactants are CN(C)C=O, O=C=Nc1ccc(Cl)c(Cl)c1, N#CSc1cc(Cl)c(Cl)c2sc(N)nc12. Yields the product N#CSc1cc(Cl)c(Cl)c2sc(NC(=O)Nc3ccc(Cl)c(Cl)c3)nc12. As a reaction SMILES: [CH3:27][N:28]([CH3:29])[CH:30]=[O:31].[Cl:1][c:2]1[cH:3][c:4]([N:9]=[C:10]=[O:11])[cH:5][cH:6][c:7]1[Cl:8].[NH2:12][c:13]1[s:14][c:15]2[c:16]([n:17]1)[c:18]([S:24][C:25]#[N:26])[cH:19][c:20]([Cl:23])[c:21]2[Cl:22]>>[Cl:1][c:2]1[cH:3][c:4]([NH:9][C:10](=[O:11])[NH:12][c:13]2[s:14][c:15]3[c:16]([n:17]2)[c:18]([S:24][C:25]#[N:26])[cH:19][c:20]([Cl:23])[c:21]3[Cl:22])[cH:5][cH:6][c:7]1[Cl:8]. The reactants are O=C([O-])[O-], CCOC(C)=O, NS(=O)(=O)c1cc(C(=O)O)ccc1Cl, CI, [K+], [K+], CN(C)C=O. Product: COC(=O)c1ccc(Cl)c(S(N)(=O)=O)c1. Reaction SMILES: [C:22](=[O:23])([O-:24])[O-:25].[CH3:28][CH2:29][O:30][C:31](=[O:32])[CH3:33].[Cl:6][c:7]1[c:8]([S:16]([NH2:17])(=[O:18])=[O:19])[cH:9][c:10]([C:11](=[O:12])[OH:13])[cH:14][cH:15]1.[I:20][CH3:21].[K+:26].[K+:27].[O:1]=[CH:2][N:3]([CH3:4])[CH3:5]>>[O:1]([CH3:2])[C:11]([c:10]1[cH:9][c:8]([S:16]([NH2:17])(=[O:18])=[O:19])[c:7]([Cl:6])[cH:15][cH:14]1)=[O:12]. Reactants: C(C)OC(CCCCCCBr)=O (ethyl-7-bromoheptanoate), CC1(C(CCC1)=O)C(=O)[O-] (methyl-2-oxocyclopentylcarboxylate), C([O-])([O-])=O.[K+].[K+] (potassium carbonate). Run in CC(=O)C (acetone). Product: C(C)OC(CCCCCCC1(CCCC1=O)C(=O)OC)=O (Ethyl-7-(1'-methoxycarbonyl-5-oxocyclopentyl)-heptanoate). Isolated yield 12.0%. As a reaction SMILES: [CH2:1]([O:3][C:4](=[O:12])[CH2:5][CH2:6][CH2:7][CH2:8][CH2:9][CH2:10]Br)[CH3:2].C[C:14]1([C:20]([O-:22])=[O:21])[CH2:18][CH2:17][CH2:16][C:15]1=[O:19].[C:23](=O)([O-])[O-].[K+].[K+]>CC(C)=O>[CH2:1]([O:3][C:4](=[O:12])[CH2:5][CH2:6][CH2:7][CH2:8][CH2:9][CH2:10][C:14]1([C:20]([O:22][CH3:23])=[O:21])[C:15](=[O:19])[CH2:16][CH2:17][CH2:18]1)[CH3:2] |f:2.3.4|. Procedure: A mixture of 10 g. of ethyl-7-bromoheptanoate and 5.9 g. of methyl-2-oxocyclopentylcarboxylate was refluxed for 20 hours in 100 ml. of dry acetone over 13 g. of anhydrous potassium carbonate in a nitrogen atmosphere. After cooling, the reaction mixture was filtered and the solvent removed at the rotovap. The residual oil was distilled on the Kugelrohr apparatus, with some unreacted bromoheptanoate first collected at 80° C., followed by distillation of product at 140° C. A total of 10.9 g. of pro...